From a dataset of the Open Reaction Database (ORD), a public repository of structured organic reaction records. describe an organic reaction: reactants, conditions, products, and yield The reactants are CCN(CC)S(F)(F)F, Cc1ccccc1, CC(C)c1cc2c(c(-c3ccc(F)cc3)c1C(O)c1ccc(C(F)(F)F)cc1)C(=O)CC1(CCC1)O2, O. The product is CC(C)c1cc2c(c(-c3ccc(F)cc3)c1C(F)c1ccc(C(F)(F)F)cc1)C(=O)CC1(CCC1)O2. RXN SMILES: [CH2:37]([N:38]([S:39]([F:40])([F:41])[F:43])[CH2:42][CH3:44])[CH3:45].[CH3:47][c:48]1[cH:49][cH:50][cH:51][cH:52][cH:53]1.[F:1][c:2]1[cH:3][cH:4][c:5](-[c:8]2[c:9]3[c:14]([cH:15][c:16]([CH:30]([CH3:31])[CH3:32])[c:17]2[CH:18]([c:19]2[cH:20][cH:21][c:22]([C:25]([F:26])([F:27])[F:28])[cH:23][cH:24]2)[OH:29])[O:13][C:12]2([CH2:11][C:10]3=[O:36])[CH2:33][CH2:34][CH2:35]2)[cH:6][cH:7]1.[OH2:46]>>[F:1][c:2]1[cH:3][cH:4][c:5](-[c:8]2[c:9]3[c:14]([cH:15][c:16]([CH:30]([CH3:31])[CH3:32])[c:17]2[CH:18]([c:19]2[cH:20][cH:21][c:22]([C:25]([F:26])([F:27])[F:28])[cH:23][cH:24]2)[F:43])[O:13][C:12]2([CH2:11][C:10]3=[O:36])[CH2:33][CH2:34][CH2:35]2)[cH:6][cH:7]1. The reactants are C1(=CC=CC=C1)C1=NNC2=CC=C(C=C12)Cl (3-phenyl-5-chloroindazole), [H-].[Na+] (sodium hydride), C1(C=2C(C(N1CCCCl)=O)=CC=CC2)=O (phthalimidopropyl chloride). Product: C1(C=2C(C(N1C(CC)C1=C3C(=NNC3=CC=C1Cl)C1=CC=CC=C1)=O)=CC=CC2)=O (1-phthalimidopropyl-3-phenyl-5-chloroindazole). The yield is 62.2%. As a reaction SMILES: [C:1]1([C:7]2[C:15]3[C:10](=[CH:11][CH:12]=[C:13]([Cl:16])[CH:14]=3)[NH:9][N:8]=2)[CH:6]=[CH:5][CH:4]=[CH:3][CH:2]=1.[H-].[Na+].[C:19]1(=[O:33])[N:23]([CH2:24][CH2:25][CH2:26]Cl)[C:22](=[O:28])[C:21]2=[CH:29][CH:30]=[CH:31][CH:32]=[C:20]12>>[C:22]1(=[O:28])[N:23]([CH:24]([C:14]2[C:13]([Cl:16])=[CH:12][CH:11]=[C:10]3[C:15]=2[C:7]([C:1]2[CH:2]=[CH:3][CH:4]=[CH:5][CH:6]=2)=[N:8][NH:9]3)[CH2:25][CH3:26])[C:19](=[O:33])[C:20]2=[CH:32][CH:31]=[CH:30][CH:29]=[C:21]12 |f:1.2|. Procedure: By the procedure similar to that described in Example 24, 3-phenyl-5-chloroindazole (9.2 g), sodium hydride 50% pure (2.3 g) and phthalimidopropyl chloride (9.0 g) were treated to obtain 10.4 g of 1-phthalimidopropyl-3-phenyl-5-chloroindazole. Recrystallization from methanol gave a product having a melting point between 121°-122° C. Starting materials: ClC=1C=C(C=CC1)B(O)O (3-Chlorophenylboronic acid), BrC1=NC=C(C=C1)C (2-bromo-5-methyl-pyridine), C([O-])([O-])=O.[Cs+].[Cs+] (cesium carbonate), C(C)(C)(C)P(C1=CC=C2C=CC3=CC=CC4=CC=C1C2=C34)C(C)(C)C (di-tert-butyl-pyren-1-yl-phosphane). Reagents/catalysts: [Pd].[Pd].C(C1=CC=CC=C1)=CC(=O)C=CC1=CC=CC=C1.C(C1=CC=CC=C1)=CC(=O)C=CC1=CC=CC=C1.C(C1=CC=CC=C1)=CC(=O)C=CC1=CC=CC=C1 (tris(dibenzylideneacetone) dipalladium (0)). Solvent: O1CCOCC1 (dioxane). Product: ClC=1C=C(C=CC1)C1=NC=CC(=C1)C (2-(3-chloro-phenyl)-4-methyl-pyridine). Reaction SMILES: [Cl:1][C:2]1[CH:3]=[C:4](B(O)O)[CH:5]=[CH:6][CH:7]=1.Br[C:12]1[CH:17]=[CH:16][C:15](C)=[CH:14][N:13]=1.[C:19](=O)([O-])[O-].[Cs+].[Cs+].C(P(C(C)(C)C)C1C2C3=C4C(=CC=2)C=CC=C4C=CC3=CC=1)(C)(C)C>[Pd].[Pd].C(=CC(C=CC1C=CC=CC=1)=O)C1C=CC=CC=1.C(=CC(C=CC1C=CC=CC=1)=O)C1C=CC=CC=1.C(=CC(C=CC1C=CC=CC=1)=O)C1C=CC=CC=1.O1CCOCC1>[Cl:1][C:2]1[CH:3]=[C:4]([C:14]2[CH:15]=[C:16]([CH3:19])[CH:17]=[CH:12][N:13]=2)[CH:5]=[CH:6][CH:7]=1 |f:2.3.4,6.7.8.9.10|. Procedure: 10.0 g (0.064 mol) of 3-Chlorophenylboronic acid, 13.20 g (0.077 mol) of 2-bromo-5-methyl-pyridine, 20.84 g (0.064 mol) of cesium carbonate, 1.47 g (0.0016 mol) of tris(dibenzylideneacetone) dipalladium (0), 1.33 g (0.0038 mol) of di-tert-butyl-pyren-1-yl-phosphane and 100 ml of dioxane were refluxed at room for 12 hours. The reaction mixture was filtered and the solvent was removed under vacuum. The resulting mixture was purified by distillation in vacuum. Yield of 2-(3-chloro-phenyl)-4-methyl-... Reactants: CS(=O)(=O)CC[C@@H]1CC[C@H](CC1)NC1=C2C(=NC=C1[N+](=O)[O-])C=CS2 (N-{trans-4-[2-(methylsulfonyl)ethyl]cyclohexyl}-6-nitrothieno[3,2-b]pyridin-7-amine). Reagents/catalysts: [Pd] (palladium on carbon). Run in CO (methanol). Run at time 2 hour. The product is CS(=O)(=O)CC[C@@H]1CC[C@H](CC1)NC1=C2C(=NC=C1N)C=CS2 (N7-{trans-4-[2-(Methylsulfonyl)ethyl]cyclohexyl}thieno[3,2-b]pyridine-6,7-diamine). RXN SMILES: [CH3:1][S:2]([CH2:5][CH2:6][C@H:7]1[CH2:12][CH2:11][C@H:10]([NH:13][C:14]2[C:19]([N+:20]([O-])=O)=[CH:18][N:17]=[C:16]3[CH:23]=[CH:24][S:25][C:15]=23)[CH2:9][CH2:8]1)(=[O:4])=[O:3]>[Pd].CO>[CH3:1][S:2]([CH2:5][CH2:6][C@H:7]1[CH2:12][CH2:11][C@H:10]([NH:13][C:14]2[C:19]([NH2:20])=[CH:18][N:17]=[C:16]3[CH:23]=[CH:24][S:25][C:15]=23)[CH2:9][CH2:8]1)(=[O:3])=[O:4]. Procedure: A mixture of N-{trans-4-[2-(methylsulfonyl)ethyl]cyclohexyl}-6-nitrothieno[3,2-b]pyridin-7-amine (220 mg, 0.57 mmol) and 10% palladium on carbon (60 mg, 0.06 mmol) in methanol (4 mL) was hydrogenated under balloon pressure of H2 at room temperature for 2 h. The reaction mixture was filtered and the filtrate was concentrated to give the desired product, which was used in the next step directly. LCMS calculated for C16H24N3O2S2 (M+H)+: m/z=354.1. Found: 354.0. The reactants are CC=1N=C2N(C=CC=C2)C1 (2-methylimidazo[1,2-a]pyridine), SC1=NNC=N1 (3-mercapto-1H-1,2,4-triazole), ClN1C(CCC1=O)=O (N-chlorosuccinimide), [H-].[Na+] (sodium hydride). Run in CN(C=O)C (N,N-dimethylformamide). Reaction conditions: time 15 minute. Product: CC=1N=C2N(C=CC=C2)C1SC1=NNC=N1 (3-(2-Methylimidazo[1,2-a]pyridin-3-yl)thio-1H-1,2,4-triazole). Yield: 27.4%. RXN SMILES: [SH:1][C:2]1[N:6]=[CH:5][NH:4][N:3]=1.[H-].[Na+].ClN1C(=O)CCC1=O.[CH3:17][C:18]1[N:19]=[C:20]2[CH:25]=[CH:24][CH:23]=[CH:22][N:21]2[CH:26]=1>CN(C)C=O>[CH3:17][C:18]1[N:19]=[C:20]2[CH:25]=[CH:24][CH:23]=[CH:22][N:21]2[C:26]=1[S:1][C:2]1[N:6]=[CH:5][NH:4][N:3]=1 |f:1.2|. Reported procedure: To a mixture of 3-mercapto-1H-1,2,4-triazole (1.15 g) and N,N-dimethylformamide (15 ml) was added 60% sodium hydride (450 mg). After foaming was completed, N-chlorosuccinimide in small portions was added to the mixture on an ice bath, and stirred at this temperature for 15 minutes. 2-methylimidazo[1,2-a]pyridine (1.0 g) was then added, and the reaction mixture was heated and stirred at room temperature for 1 hour, and then for 3 hours on an oil bath at 70° C. The reaction solution was concentrat... Reactants: C1(=CC=CC=C1)C (Toluene), COC(C1=CC(=C(C(=C1)[N+](=O)[O-])OC)[N+](=O)[O-])=O (4-Methoxy-3,5-dinitro-benzoic acid methyl ester). The reagents and catalysts are [Fe] (iron). Solvent: CC(=O)O (AcOH). Run at time 3 hour. Product: CCOCC.CCCC(C)C (Et2O iso-hexane), NC=1C=C(C(=O)OC)C=C(C1OC)[N+](=O)[O-] (Methyl 3-amino-4-(methyloxy)-5-nitrobenzoate). The yield is 83.0%. RXN SMILES: [CH3:1][O:2][C:3](=[O:18])[C:4]1[CH:9]=[C:8]([N+:10]([O-:12])=[O:11])[C:7]([O:13][CH3:14])=[C:6]([N+:15]([O-])=O)[CH:5]=1.[C:19]1(C)C=CC=CC=1>CC(O)=O.[Fe]>[CH3:19][CH2:14][O:13][CH2:7][CH3:8].[CH3:7][CH2:6][CH2:5][CH:4]([CH3:9])[CH3:3].[NH2:15][C:6]1[CH:5]=[C:4]([CH:9]=[C:8]([N+:10]([O-:12])=[O:11])[C:7]=1[O:13][CH3:14])[C:3]([O:2][CH3:1])=[O:18] |f:4.5|. Reported procedure: To a solution of methyl 4-(methyloxy)-3,5-dinitrobenzoate (D25) (5.0 g, 19.5 mmol, 1 equiv) in AcOH (150 ml) at room temperature was added iron powder (9.0 g, 161 mmol, 8.2 equiv) portionwise and the resulting mixture was stirred for 3 h. Toluene (500 ml) was added and the organic phase was filtered through a pad of celite then concentrated in vacuo. The residue was dissolved in AcOEt and the organic phase was washed with a saturated aqueous NaHCO3 solution, dried over MgSO4 and concentrated in ... Reactants: [H][H] (hydrogen), N (ammonia), Rh—C, CC1(CC(=NO1)C(=O)OCC)CC1=CNC2=CC=CC=C12 (ethyl 5-(RS)-methyl-5-(3-indolylmethyl)-4,5-dihydroisoxazole-3-carboxylate). Run in C(C)O (ethanol). Product: NC(C(=O)O)CC(C)(CC1=CNC2=CC=CC=C12)O (2-amino-4-hydroxy-4-(3-indolylmethyl)pentanoic acid). Reaction SMILES: [CH3:1][C:2]1([CH2:12][C:13]2[C:21]3[C:16](=[CH:17][CH:18]=[CH:19][CH:20]=3)[NH:15][CH:14]=2)[O:6][N:5]=[C:4]([C:7]([O:9]CC)=[O:8])[CH2:3]1.N.[H][H]>C(O)C>[NH2:5][CH:4]([CH2:3][C:2]([OH:6])([CH2:12][C:13]1[C:21]2[C:16](=[CH:17][CH:18]=[CH:19][CH:20]=2)[NH:15][CH:14]=1)[CH3:1])[C:7]([OH:9])=[O:8]. Reported procedure: The aforementioned 5-(RS)-methyl-5-(3-indolylmethyl)-4,5-dihydroisoxazole-3-carboxylic acid in an amount of 540 mg was dissolved in 4 ml of ethanol, and 10 ml of 28% aqueous ammonia and 300 mg of 5% Rh—C were added thereto. Reduction performed at room temperature in an atmosphere of hydrogen at 10 atm for 12 hrs. The catalyst was removed by filtration, and after vacuum concentrating the filtrate, the product was again dissolved in water followed by freeze-drying resulting in 370 mg of 2-amino-4-... The reactants are CN1C(=O)CCC2(C)c3ccc(Br)cc3CCC12, Cc1ccccc1, CO, ClCCl, [Na+], [Na+], O=C([O-])[O-], OB(O)c1ccc(F)cc1. The product is CN1C(=O)CCC2(C)c3ccc(-c4ccc(F)cc4)cc3CCC12. Reaction SMILES: [CH3:1][N:2]1[C:3](=[O:18])[CH2:4][CH2:5][C:6]2([CH3:17])[c:7]3[c:8]([cH:12][c:13]([Br:16])[cH:14][cH:15]3)[CH2:9][CH2:10][CH:11]12.[CH3:35][c:36]1[cH:37][cH:38][cH:39][cH:40][cH:41]1.[CH3:45][OH:46].[Cl:42][CH2:43][Cl:44].[Na+:29].[Na+:30].[O-:31][C:32](=[O:33])[O-:34].[OH:19][B:20]([OH:21])[c:22]1[cH:23][cH:24][c:25]([F:26])[cH:27][cH:28]1>>[CH3:1][N:2]1[C:3](=[O:18])[CH2:4][CH2:5][C:6]2([CH3:17])[c:7]3[c:8]([cH:12][c:13](-[c:22]4[cH:23][cH:24][c:25]([F:26])[cH:27][cH:28]4)[cH:14][cH:15]3)[CH2:9][CH2:10][CH:11]12. Starting materials: FC(C=1C=C2C(C=CC(C2=CC1)=O)=O)(F)F (6-(trifluoromethyl)-1,4-naphthoquinone), C=1(C(=CC=CC1)C)C (xylene), BrC1C(C=2C1=CC=CC2)Br (1,2-dibromobenzocyclobutene), 2-bromo-1-iodobenocyclobutene. Run in O (water). The product is FC(C1=CC=2C(C3=CC4=CC=CC=C4C=C3C(C2C=C1)=O)=O)(F)F (2-(Trifluoromethyl-)-naphthacene-5,12-dione). Reaction SMILES: [F:1][C:2]([F:16])([F:15])[C:3]1[CH:4]=[C:5]2[C:10](=[CH:11][CH:12]=1)[C:9](=[O:13])[CH:8]=[CH:7][C:6]2=[O:14].Br[CH:18]1[C:21]2=[CH:22][CH:23]=[CH:24][CH:25]=[C:20]2[CH:19]1Br.C1(C)C(C)=CC=CC=1>O>[F:1][C:2]([F:15])([F:16])[C:3]1[CH:12]=[CH:11][C:10]2[C:9](=[O:13])[C:8]3[C:7](=[CH:19][C:20]4[C:21]([CH:18]=3)=[CH:22][CH:23]=[CH:24][CH:25]=4)[C:6](=[O:14])[C:5]=2[CH:4]=1. Reported procedure: 5.65 g (25 mmol) of 6-(trifluoromethyl)-1,4-naphthoquinone, 9.82 g (about 37 mmol) of 1,2-dibromobenzocyclobutene (contaminated with a little 2-bromo-1-iodobenocyclobutene) and 100 ml of xylene are kept under reflux for 16 hours, using a water separator. The mixture is cooled and the precipitate is filtered off and washed with xylene. Yield 5.82 g (71%); melting point 253°-254° C. The procedure in Examples 58 to 61 is analogous.